From a dataset of the Open Reaction Database (ORD), a public repository of structured organic reaction records. describe an organic reaction: reactants, conditions, products, and yield Reaction conditions: time 4 hour. Yields the product ClC=1C=C(CNC(=O)C=2C=C(C(=O)O)C=CC2)C=CC1Cl (3-(3,4-dichlorobenzyl-carbamoyl)-benzoic acid). Reactants: COC(C1=CC(=CC=C1)C(NCC1=CC(=C(C=C1)Cl)Cl)=O)=O (3-(3,4-dichlorobenzyl-carbamoyl)-benzoic acid methyl ester), [OH-].[Na+] (NaOH). RXN SMILES: C[O:2][C:3](=[O:22])[C:4]1[CH:9]=[CH:8][CH:7]=[C:6]([C:10](=[O:21])[NH:11][CH2:12][C:13]2[CH:18]=[CH:17][C:16]([Cl:19])=[C:15]([Cl:20])[CH:14]=2)[CH:5]=1.[OH-].[Na+]>CO>[Cl:20][C:15]1[CH:14]=[C:13]([CH:18]=[CH:17][C:16]=1[Cl:19])[CH2:12][NH:11][C:10]([C:6]1[CH:5]=[C:4]([CH:9]=[CH:8][CH:7]=1)[C:3]([OH:22])=[O:2])=[O:21] |f:1.2|. Reported procedure: A stirred solution of (18(b)) (3.85 g, 11.4 mmol) in MeOH (100 mL) at room temperature under argon was treated with 2N NaOH (12 mL, 24 mmol). The reaction mixture was allowed to stir at room temperature for 4 h. concentrated to 1/5 volume and acidified to pH4 with 2N HCl. The resulting precipitate was then collected by filtration. washed with water (2×25 mL) and dried under high vacuum to yield 3-(3,4-dichlorobenzyl-carbamoyl)-benzoic acid (18(c)) as a white powder: 2.9 g (79%). The solvent is CO (MeOH). Reactants: COC(=O)C1=CC(=C(C(=O)O)C=C1)[N+](=O)[O-] (4-methoxycarbonyl-2-nitrobenzoic acid), CN (methylamine). The reagents and catalysts are CN(C=O)C (dimethylformamide). Run in S(=O)(Cl)Cl (thionyl chloride), O (water). Reaction conditions: time 0.5 hour. The product is CNC(=O)C1=C(C=C(C(=O)OC)C=C1)[N+](=O)[O-] (methyl 4-(methylamino)carbonyl-3-nitrobenzoate). Yield: 55.1%. As a reaction SMILES: [CH3:1][O:2][C:3]([C:5]1[CH:13]=[CH:12][C:8]([C:9](O)=[O:10])=[C:7]([N+:14]([O-:16])=[O:15])[CH:6]=1)=[O:4].[CH3:17][NH2:18]>S(Cl)(Cl)=O.CN(C)C=O.O>[CH3:17][NH:18][C:9]([C:8]1[CH:12]=[CH:13][C:5]([C:3]([O:2][CH3:1])=[O:4])=[CH:6][C:7]=1[N+:14]([O-:16])=[O:15])=[O:10]. Procedure: A mixture of 4-methoxycarbonyl-2-nitrobenzoic acid (3.6 g, 0.016 mol) in thionyl chloride (32 mL) was heated to reflux in the presence of two drops of dimethylformamide for 3 h. Thionyl chloride was distilled and the concentrate was left under vacuum for 0.5 h. The residue was dissolved in dichloromethane (10 mL) and added to a solution of aqueous methylamine (40%, 2.0 g, 0.026 mol) in water (5 mL) over a period of 5 min. The mixture was further stirred for 10 min and the white precipitate was c... Starting materials: ClC=1C(=C(C=C2C(C(=CN(C12)CC)C(=O)O)=O)F)F (8-chloro-1-ethyl-6,7-difluoro-1,4-dihydro-4-oxo-3-quinolinecarboxylic acid), C(C)(C)(C)OC(=O)N[C@@H]1CNC[C@@H]1C (cis-3-t-butoxycarbonylamino-4-methylpyrrolidine), C1CCC2=NCCCN2CC1 (DBU). Procedure: A mixture of 8-chloro-1-ethyl-6,7-difluoro-1,4-dihydro-4-oxo-3-quinolinecarboxylic acid (0.25 g), cis-3-t-butoxycarbonylamino-4-methylpyrrolidine (0.21 g), DBU (0.15 g) and anhydrous acetonitrile (4 ml) was refluxed for 2.5 hours. Then, the reacting mixture was treated as described in example 22 to give the title compound (0.1 g) as white powder, mp 222°-224° C. (decompd.). Product: N[C@@H]1CN(C[C@@H]1C)C1=C(C=C2C(C(=CN(C2=C1Cl)CC)C(=O)O)=O)F (7-(cis-3-Amino-4-methyl-1-pyrrolidinyl)-8-chloro-1-ethyl-6-fluoro-1,4-dihydro-4-oxo-3-quinolinecarboxylic acid). As a reaction SMILES: [Cl:1][C:2]1[C:3](F)=[C:4]([F:18])[CH:5]=[C:6]2[C:11]=1[N:10]([CH2:12][CH3:13])[CH:9]=[C:8]([C:14]([OH:16])=[O:15])[C:7]2=[O:17].C(OC([NH:27][C@H:28]1[C@@H:32]([CH3:33])[CH2:31][NH:30][CH2:29]1)=O)(C)(C)C.C1CCN2C(=NCCC2)CC1>C(#N)C>[NH2:27][C@H:28]1[C@@H:32]([CH3:33])[CH2:31][N:30]([C:3]2[C:2]([Cl:1])=[C:11]3[C:6]([C:7](=[O:17])[C:8]([C:14]([OH:16])=[O:15])=[CH:9][N:10]3[CH2:12][CH3:13])=[CH:5][C:4]=2[F:18])[CH2:29]1. Run in C(C)#N (acetonitrile). Isolated yield 31.3%. Reactants: COC=1C=C2C(=CC=NC2=CC1OC)OC1=C(C(=C(N)C=C1)C)C (4-[(6,7-Dimethoxy-4-quinolyl)oxy]-2,3-dimethylaniline), ClC(Cl)(OC(OC(Cl)(Cl)Cl)=O)Cl (triphosgene), C([O-])(O)=O.[Na+] (sodium bicarbonate), OC=1C=C(C#N)C=CC1 (3-hydroxybenzonitrile). Solvent: C(C)N(CC)CC (triethylamine), C1(=CC=CC=C1)C (toluene), C(Cl)Cl (methylene chloride). Yields the product COC=1C=C2C(=CC=NC2=CC1OC)OC1=C(C(=C(C=C1)NC(OC1=CC(=CC=C1)C#N)=O)C)C (3-Cyanophenyl N-{4-[(6,7-dimethoxy-4-quinolyl)oxy]-2,3-dimethylphenyl}carbamate). The yield is 55.3%. As a reaction SMILES: [CH3:1][O:2][C:3]1[CH:4]=[C:5]2[C:10](=[CH:11][C:12]=1[O:13][CH3:14])[N:9]=[CH:8][CH:7]=[C:6]2[O:15][C:16]1[CH:22]=[CH:21][C:19]([NH2:20])=[C:18]([CH3:23])[C:17]=1[CH3:24].Cl[C:26](Cl)([O:28][C:29](=[O:35])OC(Cl)(Cl)Cl)Cl.O[C:38]1[CH:39]=[C:40]([CH:43]=C[CH:45]=1)[C:41]#[N:42].C(=O)(O)[O-].[Na+]>C(Cl)Cl.C(N(CC)CC)C.C1(C)C=CC=CC=1>[CH3:1][O:2][C:3]1[CH:4]=[C:5]2[C:10](=[CH:11][C:12]=1[O:13][CH3:14])[N:9]=[CH:8][CH:7]=[C:6]2[O:15][C:16]1[CH:22]=[CH:21][C:19]([NH:20][C:29](=[O:35])[O:28][C:26]2[CH:45]=[CH:38][CH:39]=[C:40]([C:41]#[N:42])[CH:43]=2)=[C:18]([CH3:23])[C:17]=1[CH3:24] |f:3.4|. Procedure details: 4-[(6,7-Dimethoxy-4-quinolyl)oxy]-2,3-dimethylaniline (50 mg) was added to toluene (5 ml) and triethylamine (0.5 ml), and the mixture was heated under reflux to prepare a solution. A solution of triphosgene (68 mg) in methylene chloride was then added thereto, and the mixture was heated under reflux for 10 min. Next, 3-hydroxybenzonitrile (27 mg) was added thereto, and the mixture was further stirred with heating under reflux for 3 hr. A saturated aqueous sodium bicarbonate solution was added to... Procedure: A solution of ethyl 1-[[5-methyl-3-(trifluoromethyl)-1H-pyrazol-1-yl]acetyl]-4-piperidinylcarboxylate (3.6 g, 10.36 mmol) (i.e. the product of Example 17, Step C) in methanol (10 mL) was treated with 1 M sodium hydroxide aqueous solution (15.54 mL, 15.54 mmol) at 0° C. The reaction mixture was stirred at room temperature for 2 h and then 1 M hydrochloric acid (15.54 mL, 15.54 mmol) was added, and most of methanol was evaporated in vacuo leaving white crystals. The crystals were filtered and drie... Conditions: time 2 hour. Reactants: Cl (hydrochloric acid), CC1=CC(=NN1CC(=O)N1CCC(CC1)C(=O)OCC)C(F)(F)F (ethyl 1-[[5-methyl-3-(trifluoromethyl)-1H-pyrazol-1-yl]acetyl]-4-piperidinylcarboxylate), CC1=CC(=NN1CC(=O)N1CCC(CC1)C(=O)OCC)C(F)(F)F (ethyl 1-[[5-methyl-3-(trifluoromethyl)-1H-pyrazol-1-yl]acetyl]-4-piperidinylcarboxylate), [OH-].[Na+] (sodium hydroxide). As a reaction SMILES: [CH3:1][C:2]1[N:6]([CH2:7][C:8]([N:10]2[CH2:15][CH2:14][CH:13]([C:16]([O:18]CC)=[O:17])[CH2:12][CH2:11]2)=[O:9])[N:5]=[C:4]([C:21]([F:24])([F:23])[F:22])[CH:3]=1.[OH-].[Na+].Cl>CO>[CH3:1][C:2]1[N:6]([CH2:7][C:8]([N:10]2[CH2:15][CH2:14][CH:13]([C:16]([OH:18])=[O:17])[CH2:12][CH2:11]2)=[O:9])[N:5]=[C:4]([C:21]([F:24])([F:22])[F:23])[CH:3]=1 |f:1.2|. The solvent is CO (methanol). The yield is 68.0%. Product: CC1=CC(=NN1CC(=O)N1CCC(CC1)C(=O)O)C(F)(F)F (1-[[5-methyl-3-(trifluoromethyl)-1H-pyrazol-1-yl]acetyl]-4-piperidinylcarboxylic acid).